Task: describe an organic reaction: reactants, conditions, products, and yield. Dataset: the Open Reaction Database (ORD), a public repository of structured organic reaction records Reactants: CCOC(=O)C (EtOAc), BrC=1C=C(SC1)CCN ([2-(4-bromo-2-thienyl)ethyl]amine), CC(C=O)C (2-methylpropanal), [BH4-].[Na+] (Sodium borohydride). The reagents and catalysts are C(C)(=O)O (acetic acid). Solvent: [Cl-].[Na+].O (brine), C(Cl)Cl (DCM), CO (MeOH). Product: BrC=1C=C(SC1)CCNC(C)C ([2-(4-bromo-2-thienyl)ethyl](1-methylethyl)amine). Yield: 67.2%. RXN SMILES: [Br:1][C:2]1[CH:3]=[C:4]([CH2:7][CH2:8][NH2:9])[S:5][CH:6]=1.[CH3:10][CH:11](C)[CH:12]=O.[BH4-].[Na+].CCOC(C)=O>C(Cl)Cl.CO.C(O)(=O)C.[Cl-].[Na+].O>[Br:1][C:2]1[CH:3]=[C:4]([CH2:7][CH2:8][NH:9][CH:11]([CH3:12])[CH3:10])[S:5][CH:6]=1 |f:2.3,8.9.10|. Procedure details: To a solution of [2-(4-bromo-2-thienyl)ethyl]amine (100 mg, 0.48 mmol) in DCM (2.0 mL) and MeOH (1.0 mL) was added acetic acid (3 drops) and 2-methylpropanal (105 mg, 1.44 mmol). The reaction was stirred overnight at room temperature before addition of Sodium borohydride (53.3 mg, 1.44 mmol). Reaction run for 1 h and then treated with EtOAc and brine. Organic layers were then dried and concentrated to give 80 mg of [2-(4-bromo-2-thienyl)ethyl](1-methylethyl)amine (64%). The reactants are CC(=O)O, CCC=O, ClCCl, Cc1cc(C)c(-n2ccc3c(N)n[nH]c(=O)c32)c(C)c1. The product is CCCNc1n[nH]c(=O)c2c1ccn2-c1c(C)cc(C)cc1C. As a reaction SMILES: [C:25]([OH:26])(=[O:27])[CH3:28].[CH:21]([CH2:22][CH3:23])=[O:24].[Cl:29][CH2:30][Cl:31].[NH2:1][c:2]1[c:3]2[c:4]([c:5](=[O:8])[nH:6][n:7]1)[n:9](-[c:12]1[c:13]([CH3:20])[cH:14][c:15]([CH3:19])[cH:16][c:17]1[CH3:18])[cH:10][cH:11]2>>[NH:1]([c:2]1[c:3]2[c:4]([c:5](=[O:8])[nH:6][n:7]1)[n:9](-[c:12]1[c:13]([CH3:20])[cH:14][c:15]([CH3:19])[cH:16][c:17]1[CH3:18])[cH:10][cH:11]2)[CH2:21][CH2:22][CH3:23]. The reactants are solid, Cl.Cl.O1CCC2=C1C=CC=C2C2CCN(CC2)CC[C@@H]2CC[C@H](CC2)N (trans-4-{2-[4-(2,3-dihydro-benzofuran-4-yl)-piperidin-1-yl]-ethyl}-cyclohexylamine dihydrochloride), Cl.Cl.O1CCC2=C1C=CC=C2C2CCN(CC2)CC[C@@H]2CC[C@H](CC2)N (trans-4-{2-[4-(2,3-dihydro-benzofuran-4-yl)-piperidin-1-yl]-ethyl}-cyclohexylamine dihydrochloride), O1C(CCC1)CC(=O)O (rac-2-(tetrahydro-furan-2-yl)-acetic acid). The product is O1CCC2=C1C=CC=C2C2CCN(CC2)CC[C@@H]2CC[C@H](CC2)NC(CC2OCCC2)=O (trans-N-(4-{2-[4-(2,3-Dihydro-benzofuran-4-yl)-piperidin-1-yl]-ethyl}-cyclohexyl)-rac-2-(tetrahydro-furan-2-yl)-acetamide). RXN SMILES: Cl.Cl.[O:3]1[C:7]2[CH:8]=[CH:9][CH:10]=[C:11]([CH:12]3[CH2:17][CH2:16][N:15]([CH2:18][CH2:19][C@H:20]4[CH2:25][CH2:24][C@H:23]([NH2:26])[CH2:22][CH2:21]4)[CH2:14][CH2:13]3)[C:6]=2[CH2:5][CH2:4]1.[O:27]1[CH2:31][CH2:30][CH2:29][CH:28]1[CH2:32][C:33](O)=[O:34]>>[O:3]1[C:7]2[CH:8]=[CH:9][CH:10]=[C:11]([CH:12]3[CH2:17][CH2:16][N:15]([CH2:18][CH2:19][C@H:20]4[CH2:21][CH2:22][C@H:23]([NH:26][C:33](=[O:34])[CH2:32][CH:28]5[CH2:29][CH2:30][CH2:31][O:27]5)[CH2:24][CH2:25]4)[CH2:14][CH2:13]3)[C:6]=2[CH2:5][CH2:4]1 |f:0.1.2|. Procedure details: The title compound, white solid (72 mg, 65%), MS (ISP) m/z=441.5 [(M+H)+], mp 192° C., was prepared in accordance with the general method of example 1 from trans-4-{2-[4-(2,3-dihydro-benzofuran-4-yl)-piperidin-1-yl]-ethyl}-cyclohexylamine dihydrochloride (intermediate B) (100 mg, 0.25 mmol) and rac-2-(tetrahydro-furan-2-yl)-acetic acid.